Dataset: the Open Reaction Database (ORD), a public repository of structured organic reaction records. Task: describe an organic reaction: reactants, conditions, products, and yield The reactants are C(C)OC1(N(CCC1)C)OCC (2,2-diethoxy-1-methylpyrrolidine), [N+](=O)([O-])C1=CC=C(C=C1)CC#N (4-nitrophenylacetonitrile). Solvent: C1=CC=CC=C1 (benzene). Yields the product C(#N)C(C1=CC=C(C=C1)[N+](=O)[O-])=C1N(CCC1)C (2-(α-cyano-4-nitrobenzylidene)-1-methylpyrrolidine). RXN SMILES: C(O[C:4]1(OCC)[CH2:8][CH2:7][CH2:6][N:5]1[CH3:9])C.[N+:13]([C:16]1[CH:21]=[CH:20][C:19]([CH2:22][C:23]#[N:24])=[CH:18][CH:17]=1)([O-:15])=[O:14]>C1C=CC=CC=1>[C:23]([C:22](=[C:4]1[CH2:8][CH2:7][CH2:6][N:5]1[CH3:9])[C:19]1[CH:18]=[CH:17][C:16]([N+:13]([O-:15])=[O:14])=[CH:21][CH:20]=1)#[N:24]. Reported procedure: Stir 29.9 g of 2,2-diethoxy-1-methylpyrrolidine and 28 g of 4-nitrophenylacetonitrile in 80 ml of benzene for one hour at room temperature. Distil off the solvent from the resulting reaction mixture under a vacuum to produce a crystalline residue. Recrystallize this residue from ethanol/diethyl ether. Concentrate the mother liquor to obtain a total of 29.5 g (70% of theory) of the title compound as dark-brown shiny crystals of m.p. 67°. The reactants are CS(=O)(=O)OCCNc1nonc1-c1noc(=O)n1-c1ccc(F)c(Br)c1, CN(C)C=O, [N-]=[N+]=[N-], [Na+]. Product: [N-]=[N+]=NCCNc1nonc1-c1noc(=O)n1-c1ccc(F)c(Br)c1. As a reaction SMILES: [CH3:1][S:2]([O:3][CH2:6][CH2:7][NH:8][c:9]1[n:10][o:11][n:12][c:13]1-[c:14]1[n:15][o:16][c:17](=[O:27])[n:18]1-[c:19]1[cH:20][c:21]([Br:26])[c:22]([F:25])[cH:23][cH:24]1)(=[O:4])=[O:5].[CH3:32][N:33]([CH3:34])[CH:35]=[O:36].[N-:29]=[N+:30]=[N-:31].[Na+:28]>>[CH2:6]([CH2:7][NH:8][c:9]1[n:10][o:11][n:12][c:13]1-[c:14]1[n:15][o:16][c:17](=[O:27])[n:18]1-[c:19]1[cH:20][c:21]([Br:26])[c:22]([F:25])[cH:23][cH:24]1)[N:29]=[N+:30]=[N-:31]. Starting materials: N([C@@H](CC1=CC=C(C=C1)OCC1=CC=CC=C1)C(=O)OCC1=CC=CC=C1)C(=O)OC(C)(C)C (Boc-Tyr(Bzl)-OBzl), C1CCC(CC1)N=C=NC2CCCCC2 (DCC), N([C@H](CCCNC(NS(=O)(=O)C1=CC=C(C)C=C1)=N)C(=O)O)C(=O)OC(C)(C)C (Boc-D-Arg(Tos)-OH), C1C2C=CC1C3C2C(=O)N(C3=O)O (HONB). Product: N([C@H](CCCNC(NS(=O)(=O)C1=CC=C(C)C=C1)=N)C(=O)N[C@@H](CC1=CC=C(C=C1)OCC1=CC=CC=C1)C(=O)OCC1=CC=CC=C1)C(=O)OC(C)(C)C (Boc-D-Arg(Tos)-Tyr(Bzl)-OBzl). As a reaction SMILES: [NH:1](C(OC(C)(C)C)=O)[C@H:2]([C:18]([O:20][CH2:21][C:22]1[CH:27]=[CH:26][CH:25]=[CH:24][CH:23]=1)=[O:19])[CH2:3][C:4]1[CH:9]=[CH:8][C:7]([O:10][CH2:11][C:12]2[CH:17]=[CH:16][CH:15]=[CH:14][CH:13]=2)=[CH:6][CH:5]=1.[NH:35]([C:57]([O:59][C:60]([CH3:63])([CH3:62])[CH3:61])=[O:58])[C@@H:36]([C:54]([OH:56])=O)[CH2:37][CH2:38][CH2:39][NH:40][C:41](=[NH:53])[NH:42][S:43]([C:46]1[CH:52]=[CH:51][C:49]([CH3:50])=[CH:48][CH:47]=1)(=[O:45])=[O:44].C1C2C3C(=O)N(O)C(=O)C3C1C=C2.C1CCC(N=C=NC2CCCCC2)CC1>>[NH:35]([C:57]([O:59][C:60]([CH3:62])([CH3:63])[CH3:61])=[O:58])[C@@H:36]([C:54]([NH:1][C@H:2]([C:18]([O:20][CH2:21][C:22]1[CH:23]=[CH:24][CH:25]=[CH:26][CH:27]=1)=[O:19])[CH2:3][C:4]1[CH:5]=[CH:6][C:7]([O:10][CH2:11][C:12]2[CH:17]=[CH:16][CH:15]=[CH:14][CH:13]=2)=[CH:8][CH:9]=1)=[O:56])[CH2:37][CH2:38][CH2:39][NH:40][C:41](=[NH:53])[NH:42][S:43]([C:46]1[CH:47]=[CH:48][C:49]([CH3:50])=[CH:51][CH:52]=1)(=[O:44])=[O:45]. Reported procedure: Using 2.32 g Boc-Tyr(Bzl)-OBzl, 2.37 g Boc-D-Arg(Tos)-OH, 0.75 g HONB and 1.14 g DCC, the desired product was obtained in exactly the same manner as in Example 1-(I). The reactants are O (H2O), C(C=C)OC=1C=C2CCNC(C2=CC1)=O (6-allyloxy-1-oxo-1,2,3,4-tetrahydroisoquinoline), BrCCCC1=CC=C(C=C1)F (1-bromo-3-(4-fluorophenyl)-propane), [H-].[Na+] (NaH). Run in CN(C=O)C (dimethyl formamide). Yields the product FC1=CC=C(C=C1)CCCN1C(C2=CC=C(C=C2CC1)OCC=C)=O (2-[3-(4-fluorophenyl)-propyl]-6-allyloxy-1-oxo-1,2,3,4-tetrahydroisoquinoline). RXN SMILES: [CH2:1]([O:4][C:5]1[CH:6]=[C:7]2[C:12](=[CH:13][CH:14]=1)[C:11](=[O:15])[NH:10][CH2:9][CH2:8]2)[CH:2]=[CH2:3].Br[CH2:17][CH2:18][CH2:19][C:20]1[CH:25]=[CH:24][C:23]([F:26])=[CH:22][CH:21]=1.[H-].[Na+].O>CN(C)C=O>[F:26][C:23]1[CH:24]=[CH:25][C:20]([CH2:19][CH2:18][CH2:17][N:10]2[CH2:9][CH2:8][C:7]3[C:12](=[CH:13][CH:14]=[C:5]([O:4][CH2:1][CH:2]=[CH2:3])[CH:6]=3)[C:11]2=[O:15])=[CH:21][CH:22]=1 |f:2.3|. Procedure details: To a solution of 6-allyloxy-1-oxo-1,2,3,4-tetrahydroisoquinoline (10.6 g, 52 mmol) and 1-bromo-3-(4-fluorophenyl)-propane (17 g, 78 mmol) and KI (430 mg, 2.6 mmol) in dimethyl formamide (DMF) (125 mL) is added NaH (3.1 g, 78 mmol). After 4 hours the reaction mixture is poured into H2O (500 mL) and the resulting suspension is extracted with EtOAc (3×300 mL). The combined organic extracts are washed with H2O (5×200 mL), saturated NaCl solution (2×200 mL), dried over MgSO4 and concentrated in vacuo... The reactants are BrC1=CC=C(C=C1)C1(OC1)C (2-(4-Bromo-phenyl)-2-methyl-oxirane), BrC=1NC(=CN1)[N+](=O)[O-] (2-bromo-5-nitroimidazole), EtOAc Hexanes. The solvent is C(C)N(CC)CC (triethylamine). Yields the product BrC1=CC=C(C=C1)C1(CN2C(O1)=NC(=C2)[N+](=O)[O-])C (2-(4-Bromo-phenyl)-2-methyl-6-nitro-2,3-dihydro-imidazo[2,1-b]oxazole), yellow solid. RXN SMILES: [Br:1][C:2]1[CH:7]=[CH:6][C:5]([C:8]2([CH3:11])[CH2:10][O:9]2)=[CH:4][CH:3]=1.Br[C:13]1[NH:14][C:15]([N+:18]([O-:20])=[O:19])=[CH:16][N:17]=1>C(N(CC)CC)C>[Br:1][C:2]1[CH:3]=[CH:4][C:5]([C:8]2([CH3:11])[O:9][C:13]3=[N:14][C:15]([N+:18]([O-:20])=[O:19])=[CH:16][N:17]3[CH2:10]2)=[CH:6][CH:7]=1. Procedure details: 2-(4-Bromo-phenyl)-2-methyl-6-nitro-2,3-dihydro-imidazo[2,1-b]oxazole was synthesized according to the scheme shown in FIG. 6. 2-(4-Bromo-phenyl)-2-methyl-oxirane (213 mg, 1 mmol), 2-bromo-5-nitroimidazole (191 mg, 1 mmol) and triethylamine (0.4 mL) were stirred in a sealed tube at 80° C. for 6 hours Column chromatography (EtOAc/Hexanes, v/v, 1/1 to 3/1) gave 330 mg yellow solid. The solid was dissolved in 5 mL DMF with Cs2CO3 (780 mg, 2.4 mmol). The resulting mixture was stirred at 50° C. for 2... The reactants are FC(S(=O)(=O)OC1=C(C=2CCCCC2C=C1)[N+](=O)[O-])(F)F (1-nitro-5,6,7,8-tetrahydro-2-naphthyl trifluoromethanesulfonate), FC(S(=O)(=O)OC1=C(C=2CCCCC2C=C1)[N+](=O)[O-])(F)F (1-Nitro-5,6,7,8-tetrahydro-2-naphthyl trifluoromethanesulfonate), C(C)(C)(C)OC(NC1=CC=C(C=C1)N)=O (tert-butyl(4-aminophenyl)carbamate). Product: C(C)(C)(C)OC(NC1=CC=C(C=C1)NC1=C(C=2CCCCC2C=C1)[N+](=O)[O-])=O (tert-Butyl[4-[(1-nitro-5,6,7,8-tetrahydro-2-naphthyl)amino]phenyl]carbamate). Isolated yield 87.4%. Reaction SMILES: FC(F)(F)S(O[C:7]1[CH:16]=[CH:15][C:14]2[CH2:13][CH2:12][CH2:11][CH2:10][C:9]=2[C:8]=1[N+:17]([O-:19])=[O:18])(=O)=O.[C:22]([O:26][C:27](=[O:36])[NH:28][C:29]1[CH:34]=[CH:33][C:32]([NH2:35])=[CH:31][CH:30]=1)([CH3:25])([CH3:24])[CH3:23]>>[C:22]([O:26][C:27](=[O:36])[NH:28][C:29]1[CH:30]=[CH:31][C:32]([NH:35][C:7]2[CH:16]=[CH:15][C:14]3[CH2:13][CH2:12][CH2:11][CH2:10][C:9]=3[C:8]=2[N+:17]([O-:19])=[O:18])=[CH:33][CH:34]=1)([CH3:25])([CH3:23])[CH3:24]. Reported procedure: By using 1-nitro-5,6,7,8-tetrahydro-2-naphthyl trifluoromethanesulfonate (2.23 g, 6.86 mmol), and tert-butyl(4-aminophenyl)carbamate (1.43 g, 6.86 mmol), the title compound (2.30 g, yield 87%) was obtained as red crystals in the same manner as that of Example 1, (1).